From a dataset of the Open Reaction Database (ORD), a public repository of structured organic reaction records. describe an organic reaction: reactants, conditions, products, and yield Reactants: CC1(OB(OC1(C)C)C1=CC=C2C=C(N=CC2=C1)NC(=O)C1CC1)C (N-[7-(4,4,5,5-tetramethyl-1,3,2-dioxaborolan-2-yl)-3-isoquinolyl]cyclopropanecarboxamide), BrC1=C(C=O)C(=CC=C1C)F (2-bromo-6-fluoro-3-methyl-benzaldehyde), C([O-])([O-])=O.[Na+].[Na+] (sodium carbonate). Reagents/catalysts: CC(C)(C)P(C1=CC=C(C=C1)N(C)C)C(C)(C)C.CC(C)(C)P(C1=CC=C(C=C1)N(C)C)C(C)(C)C.Cl[Pd]Cl (bis(di-tert-butyl(4-dimethylaminophenyl)phosphine)dichloropalladium(II)). Run in C(C)#N (acetonitrile), C(C)(=O)OCC (ethyl acetate). Run at temperature 120 celsius. Product: FC=1C(=C(C(=CC1)C)C1=CC=C2C=C(N=CC2=C1)NC(=O)C1CC1)C=O (N-(7-(3-fluoro-2-formyl-6-methylphenyl)isoquinolin-3-yl)cyclopropanecarboxamide). Isolated yield 95.7%. Reaction SMILES: CC1(C)C(C)(C)OB([C:9]2[CH:18]=[C:17]3[C:12]([CH:13]=[C:14]([NH:19][C:20]([CH:22]4[CH2:24][CH2:23]4)=[O:21])[N:15]=[CH:16]3)=[CH:11][CH:10]=2)O1.Br[C:27]1[C:34]([CH3:35])=[CH:33][CH:32]=[C:31]([F:36])[C:28]=1[CH:29]=[O:30].C(=O)([O-])[O-].[Na+].[Na+]>C(#N)C.C(OCC)(=O)C.CC(P(C(C)(C)C)C1C=CC(N(C)C)=CC=1)(C)C.CC(P(C(C)(C)C)C1C=CC(N(C)C)=CC=1)(C)C.Cl[Pd]Cl>[F:36][C:31]1[C:28]([CH:29]=[O:30])=[C:27]([C:9]2[CH:18]=[C:17]3[C:12]([CH:13]=[C:14]([NH:19][C:20]([CH:22]4[CH2:23][CH2:24]4)=[O:21])[N:15]=[CH:16]3)=[CH:11][CH:10]=2)[C:34]([CH3:35])=[CH:33][CH:32]=1 |f:2.3.4,7.8.9|. Procedure details: A mixture of N-[7-(4,4,5,5-tetramethyl-1,3,2-dioxaborolan-2-yl)-3-isoquinolyl]cyclopropanecarboxamide (100 mg, 0.30 mmol), 2-bromo-6-fluoro-3-methyl-benzaldehyde (77 mg; 0.35 mmol), bis(di-tert-butyl(4-dimethylaminophenyl)phosphine)dichloropalladium(II) (21 mg, 0.03 mmol) and saturated aqueous sodium carbonate solution (0.1 mL) in acetonitrile (1 mL) was heated under microwave irradiation (Biotage) at 120° C. for 30 minutes. The reaction mixture was diluted with ethyl acetate (30 mL) and washed ... Starting materials: COc1ccc2c(Oc3ccc(C=O)cc3)c(-c3ccccc3)c(CC(C)C)cc2c1, CCOC(=O)CP(=O)(OCC)OCC, [Li]CCCC. The product is CCOC(=O)C=Cc1ccc(Oc2c(-c3ccccc3)c(CC(C)C)cc3cc(OC)ccc23)cc1. As a reaction SMILES: [CH3:1][O:2][c:3]1[cH:4][c:5]2[cH:6][c:7]([CH2:28][CH:29]([CH3:30])[CH3:31])[c:8](-[c:22]3[cH:23][cH:24][cH:25][cH:26][cH:27]3)[c:9]([O:13][c:14]3[cH:15][cH:16][c:17]([CH:18]=[O:19])[cH:20][cH:21]3)[c:10]2[cH:11][cH:12]1.[CH3:32][CH2:33][O:34][C:35](=[O:36])[CH2:37][P:38]([O:39][CH2:40][CH3:41])([O:42][CH2:43][CH3:44])=[O:45].[CH3:46][CH2:47][CH2:48][CH2:49][Li:50]>>[CH3:1][O:2][c:3]1[cH:4][c:5]2[cH:6][c:7]([CH2:28][CH:29]([CH3:30])[CH3:31])[c:8](-[c:22]3[cH:23][cH:24][cH:25][cH:26][cH:27]3)[c:9]([O:13][c:14]3[cH:15][cH:16][c:17]([CH:18]=[CH:37][C:35]([O:34][CH2:33][CH3:32])=[O:36])[cH:20][cH:21]3)[c:10]2[cH:11][cH:12]1.